Dataset: the Open Reaction Database (ORD), a public repository of structured organic reaction records. Task: describe an organic reaction: reactants, conditions, products, and yield Starting materials: CSc1ccc(B(O)O)cc1, COc1c(Br)cnn(-c2cccc(Cl)c2)c1=O. Product: COc1c(-c2ccc(SC)cc2)cnn(-c2cccc(Cl)c2)c1=O. As a reaction SMILES: [CH3:18][S:19][c:20]1[cH:21][cH:22][c:23]([B:26]([OH:27])[OH:28])[cH:24][cH:25]1.[Cl:1][c:2]1[cH:3][c:4](-[n:8]2[n:9][cH:10][c:11]([Br:17])[c:12]([O:15][CH3:16])[c:13]2=[O:14])[cH:5][cH:6][cH:7]1>>[Cl:1][c:2]1[cH:3][c:4](-[n:8]2[n:9][cH:10][c:11](-[c:23]3[cH:22][cH:21][c:20]([S:19][CH3:18])[cH:25][cH:24]3)[c:12]([O:15][CH3:16])[c:13]2=[O:14])[cH:5][cH:6][cH:7]1. The reactants are CN1C(C2=CC(=CC=C2C=C1C1=CC=C(C=C1)OCCCCl)OC)=O (2-methyl-3-[4-(3-chloropropoxy)-phenyl]-7-methoxy-isoquinoline-1(2H)-one), COC1=CC=C(CCNC)C=C1 (4-methoxyphenethyl-N-methyl-amine). Yields the product Cl.CN1C(C2=CC(=CC=C2C=C1C1=CC=C(C=C1)OCCCN(C)CCC1=CC=C(C=C1)OC)OC)=O (2-Methyl-3-[4-(3-(N-4-methoxyphenethyl-N-methyl-amino)-propoxy)-phenyl]-7-methoxy-isoquinolin-1(2H)-one hydrochloride). The yield is 75.0%. As a reaction SMILES: [CH3:1][N:2]1[C:11]([C:12]2[CH:17]=[CH:16][C:15]([O:18][CH2:19][CH2:20][CH2:21][Cl:22])=[CH:14][CH:13]=2)=[CH:10][C:9]2[C:4](=[CH:5][C:6]([O:23][CH3:24])=[CH:7][CH:8]=2)[C:3]1=[O:25].[CH3:26][O:27][C:28]1[CH:37]=[CH:36][C:31]([CH2:32][CH2:33][NH:34][CH3:35])=[CH:30][CH:29]=1>>[ClH:22].[CH3:1][N:2]1[C:11]([C:12]2[CH:17]=[CH:16][C:15]([O:18][CH2:19][CH2:20][CH2:21][N:34]([CH2:33][CH2:32][C:31]3[CH:36]=[CH:37][C:28]([O:27][CH3:26])=[CH:29][CH:30]=3)[CH3:35])=[CH:14][CH:13]=2)=[CH:10][C:9]2[C:4](=[CH:5][C:6]([O:23][CH3:24])=[CH:7][CH:8]=2)[C:3]1=[O:25] |f:2.3|. Procedure: 2-Methyl-3-[4-(3-(N-4-methoxyphenethyl-N-methyl-amino)-propoxy)-phenyl]-7-methoxy-isoquinolin-1(2H)-one hydrochloride was prepared analogous to Example 3b from 2-methyl-3-[4-(3-chloropropoxy)-phenyl]-7-methoxy-isoquinoline-1(2H)-one and N-b 4-methoxyphenethyl-N-methyl-amine. Starting materials: O (Water), Cl.CC1NC(C2=CC=CC=C2C1)C1=CC=C(C=C1)C(F)(F)F (3-methyl-1-(4-(trifluoromethyl)phenyl)-1,2,3,4-tetrahydroisoquinoline hydrogen chloride), CCN(C(C)C)C(C)C (DIEA), FC1=CC=C(C=C1)N=C=O (4-fluorophenyl isocyanate). Run in C(Cl)Cl (DCM). Conditions: time 0.5 hour. Yields the product FC1=CC=C(C=C1)NC(=O)N1C(C2=CC=CC=C2CC1C)C1=CC=C(C=C1)C(F)(F)F (N-(4-Fluorophenyl)-3-methyl-1-(4-(trifluoromethyl)phenyl)-3,4-dihydroisoquinoline-2(1H)-carboxamide). RXN SMILES: Cl.[CH3:2][CH:3]1[CH2:12][C:11]2[C:6](=[CH:7][CH:8]=[CH:9][CH:10]=2)[CH:5]([C:13]2[CH:18]=[CH:17][C:16]([C:19]([F:22])([F:21])[F:20])=[CH:15][CH:14]=2)[NH:4]1.CCN(C(C)C)C(C)C.[F:32][C:33]1[CH:38]=[CH:37][C:36]([N:39]=[C:40]=[O:41])=[CH:35][CH:34]=1.O>C(Cl)Cl>[F:32][C:33]1[CH:38]=[CH:37][C:36]([NH:39][C:40]([N:4]2[CH:3]([CH3:2])[CH2:12][C:11]3[C:6](=[CH:7][CH:8]=[CH:9][CH:10]=3)[CH:5]2[C:13]2[CH:14]=[CH:15][C:16]([C:19]([F:20])([F:22])[F:21])=[CH:17][CH:18]=2)=[O:41])=[CH:35][CH:34]=1 |f:0.1|. Procedure details: To a solution of 3-methyl-1-(4-(trifluoromethyl)phenyl)-1,2,3,4-tetrahydroisoquinoline hydrogen chloride (370 mg, 1.27 mmol) and DIEA (1.1 mL, 6.35 mmol) in DCM (5 mL) was added 4-fluorophenyl isocyanate (143 μL, 1.27 mmol). The mixture was then stirred at RT for 0.5 h. Water (10 mL) was added and the mixture was extracted with DCM (2×15 mL). The combined organic extracts were dried over MgSO4 and concentrated to give the title compound as a light yellow solid. MS (ESI, positive ion) m/z: 429 (M...